The task is: describe an organic reaction: reactants, conditions, products, and yield. This data is from the Open Reaction Database (ORD), a public repository of structured organic reaction records. Reagents/catalysts: [Pd] (Pd). Run in C(C)O (ethanol). Isolated yield 78.6%. As a reaction SMILES: [CH2:1]([O:3][C:4]([C:6]1[N:7]=[CH:8][C:9]2[NH:10][C:11]3[C:16]([C:17]=2[CH:18]=1)=[CH:15][C:14]([N+:19]([O-])=O)=[CH:13][CH:12]=3)=[O:5])[CH3:2]>C(O)C.[Pd]>[CH2:1]([O:3][C:4]([C:6]1[N:7]=[CH:8][C:9]2[NH:10][C:11]3[C:16]([C:17]=2[CH:18]=1)=[CH:15][C:14]([NH2:19])=[CH:13][CH:12]=3)=[O:5])[CH3:2]. Product: C(C)OC(=O)C=1N=CC=2NC3=CC=C(C=C3C2C1)N (6-Amino-9H-β-carboline-3-carboxylic acid ethyl ester). The reactants are C(C)OC(=O)C=1N=CC=2NC3=CC=C(C=C3C2C1)[N+](=O)[O-] (6-Nitro-9H-β-carboline-3-carboxylic acid ethyl ester). Reported procedure: A suspension of Pd (10% on carbon, 1.0 g), and Compound 15 (8.0 g, 28 mmol) in anhydrous ethanol (300 mL) was hydrogenated (2280 mL) at 1 atm. The reaction mixture was filtered through a filter aid. The filtrate was concentrated in vacuo to give the title compound (5.62 g, 79%). M.p. 226°-228° C. The reactants are C(C=C)N1C(=NC=2N(C(N(C(C12)=O)CCCO)=O)CC)Cl (7-allyl-8-chloro-3-ethyl-1-(3-hydroxypropyl)-1H-purine-2,6(3H,7H)-dione), N1CCOCC1 (morpholine). The reagents and catalysts are C=1C=CC(=CC1)[P](C=2C=CC=CC2)(C=3C=CC=CC3)[Pd]([P](C=4C=CC=CC4)(C=5C=CC=CC5)C=6C=CC=CC6)([P](C=7C=CC=CC7)(C=8C=CC=CC8)C=9C=CC=CC9)[P](C=1C=CC=CC1)(C=1C=CC=CC1)C=1C=CC=CC1 (tetrakis(triphenylphosphine)palladium(0)). Solvent: C1CCOC1 (THF), CS(=O)C (DMSO). Run at time 8 hour. The product is ClC1=NC=2N(C(N(C(C2N1)=O)CCCO)=O)CC (8-chloro-3-ethyl-1-(3-hydroxypropyl)-1H-purine-2,6(3H,7H)-dione). The yield is 66.2%. RXN SMILES: C([N:4]1[C:12]2[C:11](=[O:13])[N:10]([CH2:14][CH2:15][CH2:16][OH:17])[C:9](=[O:18])[N:8]([CH2:19][CH3:20])[C:7]=2[N:6]=[C:5]1[Cl:21])C=C.N1CCOCC1>C1COCC1.CS(C)=O.C1C=CC([P]([Pd]([P](C2C=CC=CC=2)(C2C=CC=CC=2)C2C=CC=CC=2)([P](C2C=CC=CC=2)(C2C=CC=CC=2)C2C=CC=CC=2)[P](C2C=CC=CC=2)(C2C=CC=CC=2)C2C=CC=CC=2)(C2C=CC=CC=2)C2C=CC=CC=2)=CC=1>[Cl:21][C:5]1[NH:4][C:12]2[C:11](=[O:13])[N:10]([CH2:14][CH2:15][CH2:16][OH:17])[C:9](=[O:18])[N:8]([CH2:19][CH3:20])[C:7]=2[N:6]=1 |^1:40,42,61,80|. Procedure details: To a solution of 7-allyl-8-chloro-3-ethyl-1-(3-hydroxypropyl)-1H-purine-2,6(3H,7H)-dione (3.8 g, 12.18 mmol) in THF (40 mL) and DMSO (10 mL) was added tetrakis(triphenylphosphine)palladium(0) (800 mg, 0.693 mmol) and morpholine (5.4 mL, 62.07 mmol). The reaction was degassed and refilled with nitrogen 3 times. The reaction was stirred at room temperature overnight. The mixture was poured into water (20 mL) and ethyl acetate (100 mL). The solid precipitate was collected, washed with ethyl acetate... Reaction SMILES: [Cl:24][CH2:25][Cl:26].[c:1]1([CH:7]([CH2:8][CH2:9][OH:10])[CH:11]2[CH2:12][CH2:13][N:14]([O:17][C:18](=[O:19])[C:20]([CH3:21])([CH3:22])[CH3:23])[CH2:15][CH2:16]2)[cH:2][cH:3][cH:4][cH:5][cH:6]1>>[c:1]1([CH:7]([CH2:8][CH:9]=[O:10])[CH:11]2[CH2:12][CH2:13][N:14]([O:17][C:18](=[O:19])[C:20]([CH3:21])([CH3:22])[CH3:23])[CH2:15][CH2:16]2)[cH:2][cH:3][cH:4][cH:5][cH:6]1. The reactants are ClCCl, CC(C)(C)C(=O)ON1CCC(C(CCO)c2ccccc2)CC1. The product is CC(C)(C)C(=O)ON1CCC(C(CC=O)c2ccccc2)CC1. Reactants: CNCCC1CN(CCO1)C(=O)OCC1=CC(=CC(=C1)Cl)Cl (3,5-Dichlorobenzyl 2-(2-(methylamino)ethyl)morpholine-4-carboxylate), O=C1OC(=CN1)C(=O)O (2-oxo-2,3-dihydrooxazole-5-carboxylic acid), C(CC)P1(OP(OP(O1)(=O)CCC)(=O)CCC)=O (T3P), CCN(C(C)C)C(C)C (Huenig's base). Run in CCOC(=O)C (EtOAc), CN(C)C=O (DMF), CN(C)C=O (DMF). The product is CN(C(=O)C1=CNC(O1)=O)CCC1CN(CCO1)C(=O)OCC1=CC(=CC(=C1)Cl)Cl (3,5-Dichlorobenzyl 2-(2-(N-methyl-2-oxo-2,3-dihydrooxazole-5-carboxamido)ethyl)morpholine-4-carboxylate). RXN SMILES: [CH3:1][NH:2][CH2:3][CH2:4][CH:5]1[O:10][CH2:9][CH2:8][N:7]([C:11]([O:13][CH2:14][C:15]2[CH:20]=[C:19]([Cl:21])[CH:18]=[C:17]([Cl:22])[CH:16]=2)=[O:12])[CH2:6]1.[O:23]=[C:24]1[NH:28][CH:27]=[C:26]([C:29](O)=[O:30])[O:25]1.C(P1(=O)OP(CCC)(=O)OP(CCC)(=O)O1)CC.CCN(C(C)C)C(C)C>CN(C=O)C.CCOC(C)=O>[CH3:1][N:2]([CH2:3][CH2:4][CH:5]1[O:10][CH2:9][CH2:8][N:7]([C:11]([O:13][CH2:14][C:15]2[CH:16]=[C:17]([Cl:22])[CH:18]=[C:19]([Cl:21])[CH:20]=2)=[O:12])[CH2:6]1)[C:29]([C:26]1[O:25][C:24](=[O:23])[NH:28][CH:27]=1)=[O:30]. Procedure: A mixture comprising of 3,5-dichlorobenzyl 2-(2-(methylamino)ethyl)morpholine-4-carboxylate (step 2)(169 mg, 0.487 mmol), 2-oxo-2,3-dihydrooxazole-5-carboxylic acid ((Example 21, step 1)) (161 mg, 0.487 mmol), T3P® (50% in DMF) (426 μl, 0.730 mmol) and Huenig's base (425 μl, 2.433 mmol) in DMF (1622 μl) was stirred at room temperature for 20 hours. The resulting mixture was diluted with EtOAc and washed with water. The organic portion was dried with MgSO4, filtered and concentrated under reduced... The reactants are CN(CCN(C(=O)[C@@H]1CC[C@H](CC1)C(=O)OC)C)C (Methyl trans-4-{[[2-(dimethylamino)ethyl] (methyl)amino]-carbonyl}cyclohexanecarboxylate), [OH-].[Na+] (sodium hydroxide), Cl (hydrochloric acid). Solvent: CO (methanol). Reaction conditions: time 3 hour. The product is CN(CCN(C(=O)[C@@H]1CC[C@H](CC1)C(=O)O)C)C (Trans-4-{[[2-(dimethylamino)ethyl](methyl)-amino]carbonyl}cyclohexanecarboxylic acid). Reaction SMILES: [CH3:1][N:2]([CH3:19])[CH2:3][CH2:4][N:5]([CH3:18])[C:6]([C@H:8]1[CH2:13][CH2:12][C@H:11]([C:14]([O:16]C)=[O:15])[CH2:10][CH2:9]1)=[O:7].[OH-].[Na+].Cl>CO>[CH3:1][N:2]([CH3:19])[CH2:3][CH2:4][N:5]([CH3:18])[C:6]([C@H:8]1[CH2:13][CH2:12][C@H:11]([C:14]([OH:16])=[O:15])[CH2:10][CH2:9]1)=[O:7] |f:1.2|. Reported procedure: Methyl trans-4-{[[2-(dimethylamino)ethyl] (methyl)amino]-carbonyl}cyclohexanecarboxylate (6.32 g) obtained in Reference Example 83(1) is dissolved in methanol (20 ml), and thereto is added 1 N aqueous sodium hydroxide solution (25 ml). The mixture is stirred at room temperature for 3 hours. To the reaction solution is added 1 N hydrochloric acid (25 ml) and the reaction solution is concentrated under reduced pressure. The residue is lyophilized to give the crude title compound which contains equ... Starting materials: Cn1c(S)nnc1-c1ccccc1, ClCc1nnc(-c2ccc(OCCCN3CCCCC3)cc2)o1, Cl, [H-], [Na+]. Product: Cn1c(SCc2nnc(-c3ccc(OCCCN4CCCCC4)cc3)o2)nnc1-c1ccccc1. As a reaction SMILES: [CH3:1][n:2]1[c:3]([SH:13])[n:4][n:5][c:6]1-[c:7]1[cH:8][cH:9][cH:10][cH:11][cH:12]1.[Cl:14][CH2:15][c:16]1[n:17][n:18][c:19](-[c:21]2[cH:22][cH:23][c:24]([O:25][CH2:26][CH2:27][CH2:28][N:29]3[CH2:30][CH2:31][CH2:32][CH2:33][CH2:34]3)[cH:35][cH:36]2)[o:20]1.[ClH:39].[H-:37].[Na+:38]>>[CH3:1][n:2]1[c:3]([S:13][CH2:15][c:16]2[n:17][n:18][c:19](-[c:21]3[cH:22][cH:23][c:24]([O:25][CH2:26][CH2:27][CH2:28][N:29]4[CH2:30][CH2:31][CH2:32][CH2:33][CH2:34]4)[cH:35][cH:36]3)[o:20]2)[n:4][n:5][c:6]1-[c:7]1[cH:8][cH:9][cH:10][cH:11][cH:12]1. Starting materials: FC=1C=C2C=C(NC2=CC1C)[Si](C)(C)C (5-fluoro-6-methyl-2-(trimethylsilyl)-1H-indole), C([O-])([O-])=O.[K+].[K+] (potassium carbonate). Run in CO (methanol). The product is FC=1C=C2C=CNC2=CC1C (5-fluoro-6-methyl-1H-indole). As a reaction SMILES: [F:1][C:2]1[CH:3]=[C:4]2[C:8](=[CH:9][C:10]=1[CH3:11])[NH:7][C:6]([Si](C)(C)C)=[CH:5]2.C(=O)([O-])[O-].[K+].[K+]>CO>[F:1][C:2]1[CH:3]=[C:4]2[C:8](=[CH:9][C:10]=1[CH3:11])[NH:7][CH:6]=[CH:5]2 |f:1.2.3|. Reported procedure: A mixture of 4-fluoro-5-methyl-2-((trimethylsilyl)ethynyl)aniline (plus ca. 10% of the undesired isomer) (10.3 g, 46.6 mmol) and copper(I) iodide (17.75 g, 93.2 mmol) in DMF (200 mL) was stirred at 100° C. for 4 hours. The mixture was then treated with ethyl ether (300 mL) and filtered. The filtrate was washed with water (200 mL) and extracted with ether. The organics were combined and washed with water, brine, and dried over Na2SO4 and concentrated. The residue was purified by flash chromatogra... Reactants: O (Water), C(C)N(CC)S(F)(F)F (diethylaminosulfur trifluoride), C(C)(C)(C)C1=CC=C(C=C1)C(C=1C(=C2C(CC(OC2=CC1C(C)C)(C)C)=O)C1=CC=C(C=C1)F)O (rac-6-[(4-tert-Butylphenyl)(hydroxy)methyl]-5-(4-fluorophenyl)-7-isopropyl-2,2-dimethyl-2,3-dihydro-4H-chromen-4-one). The solvent is ClCCl (dichloromethane), ClCCl (dichloromethane). Run at time 2.5 hour. The product is C(C)(C)(C)C1=CC=C(C=C1)C(C=1C(=C2C(CC(OC2=CC1C(C)C)(C)C)=O)C1=CC=C(C=C1)F)F (rac-6-[(4-tert-Butylphenyl)(fluoro)methyl]-5-(4-fluorophenyl)-7-isopropyl-2,2-dimethyl-2,3-dihydro-4H-chromen-4-one). As a reaction SMILES: C(N(S(F)(F)[F:7])CC)C.[C:10]([C:14]1[CH:19]=[CH:18][C:17]([CH:20](O)[C:21]2[C:22]([C:37]3[CH:42]=[CH:41][C:40]([F:43])=[CH:39][CH:38]=3)=[C:23]3[C:28](=[CH:29][C:30]=2[CH:31]([CH3:33])[CH3:32])[O:27][C:26]([CH3:35])([CH3:34])[CH2:25][C:24]3=[O:36])=[CH:16][CH:15]=1)([CH3:13])([CH3:12])[CH3:11].O>ClCCl>[C:10]([C:14]1[CH:19]=[CH:18][C:17]([CH:20]([F:7])[C:21]2[C:22]([C:37]3[CH:38]=[CH:39][C:40]([F:43])=[CH:41][CH:42]=3)=[C:23]3[C:28](=[CH:29][C:30]=2[CH:31]([CH3:32])[CH3:33])[O:27][C:26]([CH3:35])([CH3:34])[CH2:25][C:24]3=[O:36])=[CH:16][CH:15]=1)([CH3:11])([CH3:12])[CH3:13]. Procedure details: At −78° C., a solution of 46 μl (350 μmol) of diethylaminosulfur trifluoride in 1 ml of dichloromethane is slowly added dropwise to a solution of 150 mg (320 μmol) of rac-6-[(4-tert-butylphenyl)(hydroxy)methyl]-5-(4-fluorophenyl)-7-isopropyl-2,2-dimethyl-2,3-dihydro-4H-chromen-4-one (Example 27A) in 4.5 ml of dichloromethane, and the mixture is stirred at this temperature for 2.5 h. The mixture is then allowed to thaw slowly to −15° C. Water is then added, and the mixture is extracted twice with...